Task: describe an organic reaction: reactants, conditions, products, and yield. Dataset: the Open Reaction Database (ORD), a public repository of structured organic reaction records Starting materials: CCO, CCOC(=O)N1CCC(CNC(=O)c2cc(Cl)cc3c2OCCO3)C(OC)C1, [K+], [OH-]. Product: COC1CNCCC1CNC(=O)c1cc(Cl)cc2c1OCCO2. As a reaction SMILES: [CH3:31][CH2:32][OH:33].[Cl:1][c:2]1[cH:3][c:4]([C:12](=[O:13])[NH:14][CH2:15][CH:16]2[CH:17]([O:27][CH3:28])[CH2:18][N:19]([C:22]([O:23][CH2:24][CH3:25])=[O:26])[CH2:20][CH2:21]2)[c:5]2[c:6]([cH:11]1)[O:7][CH2:8][CH2:9][O:10]2.[K+:30].[OH-:29]>>[Cl:1][c:2]1[cH:3][c:4]([C:12](=[O:13])[NH:14][CH2:15][CH:16]2[CH:17]([O:27][CH3:28])[CH2:18][NH:19][CH2:20][CH2:21]2)[c:5]2[c:6]([cH:11]1)[O:7][CH2:8][CH2:9][O:10]2. Starting materials: O=C1C=CCOc2ccc(Br)cc21, Br[Mg]c1ccccc1, C1CCOC1, CN(C)P(=O)(N(C)C)N(C)C. Yields the product O=C1CC(c2ccccc2)COc2ccc(Br)cc21. As a reaction SMILES: [Br:1][c:2]1[cH:3][c:4]2[c:5]([cH:12][cH:13]1)[O:6][CH2:7][CH:8]=[CH:9][C:10]2=[O:11].[Br:25][Mg:26][c:27]1[cH:28][cH:29][cH:30][cH:31][cH:32]1.[CH2:33]1[O:34][CH2:35][CH2:36][CH2:37]1.[CH3:14][N:15]([CH3:16])[P:17]([N:18]([CH3:19])[CH3:20])([N:21]([CH3:22])[CH3:23])=[O:24]>>[Br:1][c:2]1[cH:3][c:4]2[c:5]([cH:12][cH:13]1)[O:6][CH2:7][CH:8]([c:27]1[cH:28][cH:29][cH:30][cH:31][cH:32]1)[CH2:9][C:10]2=[O:11]. As a reaction SMILES: [C:1]([O:2][C:3](=[O:4])[N:8]1[CH2:9][CH2:10][CH:11]([S:14](=[O:15])(=[O:16])[c:17]2[cH:18][cH:19][c:20]([NH:23][c:24]3[n:25][cH:26][c:27]([NH:30][C:31]([c:32]4[c:33]([Cl:42])[cH:34][cH:35][c:36]([NH:38][C:39]([CH3:40])=[O:41])[cH:37]4)=[O:43])[cH:28][n:29]3)[cH:21][cH:22]2)[CH2:12][CH2:13]1)([CH3:5])([CH3:6])[CH3:7].[Cl:51][CH2:52][Cl:53].[F:44][C:45]([F:46])([F:47])[C:48]([OH:49])=[O:50]>>[NH:8]1[CH2:9][CH2:10][CH:11]([S:14](=[O:15])(=[O:16])[c:17]2[cH:18][cH:19][c:20]([NH:23][c:24]3[n:25][cH:26][c:27]([NH:30][C:31]([c:32]4[c:33]([Cl:42])[cH:34][cH:35][c:36]([NH:38][C:39]([CH3:40])=[O:41])[cH:37]4)=[O:43])[cH:28][n:29]3)[cH:21][cH:22]2)[CH2:12][CH2:13]1. The product is CC(=O)Nc1ccc(Cl)c(C(=O)Nc2cnc(Nc3ccc(S(=O)(=O)C4CCNCC4)cc3)nc2)c1. Reactants: CC(=O)Nc1ccc(Cl)c(C(=O)Nc2cnc(Nc3ccc(S(=O)(=O)C4CCN(C(=O)OC(C)(C)C)CC4)cc3)nc2)c1, ClCCl, O=C(O)C(F)(F)F. Starting materials: Cc1ccc(S(=O)(=O)Cl)cc1, Cc1ccccc1, Cl, COC(=O)c1cc(N)c(Oc2ccccc2OC)c(OCCOC2CCCCO2)c1, c1ccncc1. The product is COC(=O)c1cc(NS(=O)(=O)c2ccc(C)cc2)c(Oc2ccccc2OC)c(OCCOC2CCCCO2)c1. Reaction SMILES: [CH3:31][c:32]1[cH:33][cH:34][c:35]([S:38](=[O:39])(=[O:40])[Cl:41])[cH:36][cH:37]1.[CH3:49][c:50]1[cH:51][cH:52][cH:53][cH:54][cH:55]1.[ClH:42].[NH2:1][c:2]1[cH:3][c:4]([C:5](=[O:6])[O:7][CH3:8])[cH:9][c:10]([O:21][CH2:22][CH2:23][O:24][CH:25]2[O:26][CH2:27][CH2:28][CH2:29][CH2:30]2)[c:11]1[O:12][c:13]1[c:14]([O:19][CH3:20])[cH:15][cH:16][cH:17][cH:18]1.[cH:43]1[cH:44][cH:45][n:46][cH:47][cH:48]1>>[NH:1]([c:2]1[cH:3][c:4]([C:5](=[O:6])[O:7][CH3:8])[cH:9][c:10]([O:21][CH2:22][CH2:23][O:24][CH:25]2[O:26][CH2:27][CH2:28][CH2:29][CH2:30]2)[c:11]1[O:12][c:13]1[c:14]([O:19][CH3:20])[cH:15][cH:16][cH:17][cH:18]1)[S:38]([c:35]1[cH:34][cH:33][c:32]([CH3:31])[cH:37][cH:36]1)(=[O:39])=[O:40]. Starting materials: C(C1=CC=CC=C1)OC(=O)N1CCC(CC1)CC(NC(C1=CC=C2C=CC(=NC2=C1)C1=CC=CC=C1)C1=NC=CN=C1Cl)=O (4-({[(3-chloro-pyrazin-2-yl)-(2-phenyl-quinolin-7-yl)-methyl]-carbamoyl}-methyl)-piperidine-1-carboxylic acid benzyl ester), O=P(Cl)(Cl)Cl (POCl3), CN(C)C=O (DMF). Solvent: C(C)#N (acetonitrile). Reaction conditions: temperature 55 celsius, time 2 hour. The product is C(C1=CC=CC=C1)OC(=O)N1CCC(CC1)CC1=NC(=C2N1C=CN=C2Cl)C2=CC=C1C=CC(=NC1=C2)C2=CC=CC=C2 (4-[8-Chloro-1-(2-phenyl-quinolin-7-yl)-imidazo[1,5-a]pyrazin-3-ylmethyl]-piperidine-1-carboxylic acid benzyl ester). As a reaction SMILES: [CH2:1]([O:8][C:9]([N:11]1[CH2:16][CH2:15][CH:14]([CH2:17][C:18](=O)[NH:19][CH:20]([C:37]2[C:42]([Cl:43])=[N:41][CH:40]=[CH:39][N:38]=2)[C:21]2[CH:30]=[C:29]3[C:24]([CH:25]=[CH:26][C:27]([C:31]4[CH:36]=[CH:35][CH:34]=[CH:33][CH:32]=4)=[N:28]3)=[CH:23][CH:22]=2)[CH2:13][CH2:12]1)=[O:10])[C:2]1[CH:7]=[CH:6][CH:5]=[CH:4][CH:3]=1.O=P(Cl)(Cl)Cl.CN(C=O)C>C(#N)C>[CH2:1]([O:8][C:9]([N:11]1[CH2:12][CH2:13][CH:14]([CH2:17][C:18]2[N:38]3[CH:39]=[CH:40][N:41]=[C:42]([Cl:43])[C:37]3=[C:20]([C:21]3[CH:30]=[C:29]4[C:24]([CH:25]=[CH:26][C:27]([C:31]5[CH:32]=[CH:33][CH:34]=[CH:35][CH:36]=5)=[N:28]4)=[CH:23][CH:22]=3)[N:19]=2)[CH2:15][CH2:16]1)=[O:10])[C:2]1[CH:3]=[CH:4][CH:5]=[CH:6][CH:7]=1. Procedure: A solution of 4-({[(3-chloro-pyrazin-2-yl)-(2-phenyl-quinolin-7-yl)-methyl]-carbamoyl}-methyl)-piperidine-1-carboxylic acid benzyl ester in anhydrous acetonitrile (165 mL) was charged with POCl3 (2.03 mL, 21.84 mmol) and DMF (2.15 mL) and heated to 55° C. under N2 condition. After 2 h, LC/MS and TLC analysis showed the reaction to be completed. The reaction mixture was concentrated in vacuo, diluted with CH2Cl2, and quenched with 2N (7N NH3) in 2-propanol to pH 9. 2-Propanol was removed in vacuo... Starting materials: C(CC)(=O)OCCC1=CC=C(C=C1)N1C(=NC=2C1=NC=C(C2C)N)CC (2-[4-(6-Amino-2-ethyl-7-methyl-3H-imidazo[4,5-b]pyridin-3-yl)phenyl]ethyl propionate), N1=CC=CC=C1 (pyridine), CS(=O)(=O)Cl (methanesulfonyl chloride). Solvent: ClCCl (dichloromethane). Conditions: time 16 hour. Yields the product C(CC)(=O)OCCC1=CC=C(C=C1)N1C(=NC=2C1=NC=C(C2C)NS(=O)(=O)C)CC (2-(4-{2-Ethyl-7-methyl-6-[(methylsulfonyl)amino]-3H-imidazo[4,5-b]pyridin-3-yl}phenyl)ethyl propionate). The yield is 68.9%. Reaction SMILES: [C:1]([O:5][CH2:6][CH2:7][C:8]1[CH:13]=[CH:12][C:11]([N:14]2[C:18]3=[N:19][CH:20]=[C:21]([NH2:24])[C:22]([CH3:23])=[C:17]3[N:16]=[C:15]2[CH2:25][CH3:26])=[CH:10][CH:9]=1)(=[O:4])[CH2:2][CH3:3].N1C=CC=CC=1.[CH3:33][S:34](Cl)(=[O:36])=[O:35]>ClCCl>[C:1]([O:5][CH2:6][CH2:7][C:8]1[CH:13]=[CH:12][C:11]([N:14]2[C:18]3=[N:19][CH:20]=[C:21]([NH:24][S:34]([CH3:33])(=[O:36])=[O:35])[C:22]([CH3:23])=[C:17]3[N:16]=[C:15]2[CH2:25][CH3:26])=[CH:10][CH:9]=1)(=[O:4])[CH2:2][CH3:3]. Procedure: To a stirred solution of 2-[4-(6-amino-2-ethyl-7-methyl-3H-imidazo[4,5-b]pyridin-3-yl)phenyl]ethyl propionate (step 4, 1.0 g, 3.0 mmol) and pyridine (280 mg, 3.5 mmol) in dichloromethane (18 mL) was added methanesulfonyl chloride (372 mg, 3.3 mmol) at 0° C., and the mixture was stirred at room temperature for 16 h. The reaction was quenched with water (10 mL), and the mixture was extracted with dichloromethane (50 mL). The organic layer was washed with brine (50 mL), dried (MgSO4), and concentra... Starting materials: COC(=O)c1nc(Cc2ccccc2)n2c1CN=C(c1ccccc1Cl)c1cc(Cl)ccc1-2, CO, O=[N+]([O-])C=C1CN=C(c2ccccc2F)c2cc(I)ccc2N1, [K+], [OH-], O. Yields the product O=C(O)c1nc(Cc2ccccc2)n2c1CN=C(c1ccccc1Cl)c1cc(Cl)ccc1-2. As a reaction SMILES: [CH2:24]([c:25]1[cH:26][cH:27][cH:28][cH:29][cH:30]1)[c:31]1[n:32][c:33]([C:53](=[O:54])[O:55][CH3:56])[c:34]2[n:35]1-[c:36]1[c:37]([cH:48][c:49]([Cl:52])[cH:50][cH:51]1)[C:38]([c:41]1[c:42]([Cl:47])[cH:43][cH:44][cH:45][cH:46]1)=[N:39][CH2:40]2.[CH3:59][OH:60].[F:1][c:2]1[cH:3][cH:4][cH:5][cH:6][c:7]1[C:8]1=[N:23][CH2:22][C:17](=[CH:18][N+:19]([O-:20])=[O:21])[NH:16][c:15]2[c:9]1[cH:10][c:11]([I:12])[cH:13][cH:14]2.[K+:58].[OH-:57].[OH2:61]>>[CH2:24]([c:25]1[cH:26][cH:27][cH:28][cH:29][cH:30]1)[c:31]1[n:32][c:33]([C:53](=[O:54])[OH:55])[c:34]2[n:35]1-[c:36]1[c:37]([cH:48][c:49]([Cl:52])[cH:50][cH:51]1)[C:38]([c:41]1[c:42]([Cl:47])[cH:43][cH:44][cH:45][cH:46]1)=[N:39][CH2:40]2. Reactants: CCC(O)(CC)CC(=N)C1(c2ccc(Cl)cc2)CCC1, [Na+], C1CCOC1, [OH-], O. Product: CCC(O)(CC)CC(N)C1(c2ccc(Cl)cc2)CCC1. RXN SMILES: [Cl:1][c:2]1[cH:3][cH:4][c:5]([C:8]2([C:12]([CH2:13][C:14]([CH2:15][CH3:16])([OH:17])[CH2:18][CH3:19])=[NH:20])[CH2:9][CH2:10][CH2:11]2)[cH:6][cH:7]1.[Na+:23].[O:24]1[CH2:25][CH2:26][CH2:27][CH2:28]1.[OH-:22].[OH2:21]>>[Cl:1][c:2]1[cH:3][cH:4][c:5]([C:8]2([CH:12]([CH2:13][C:14]([CH2:15][CH3:16])([OH:17])[CH2:18][CH3:19])[NH2:20])[CH2:9][CH2:10][CH2:11]2)[cH:6][cH:7]1. Reactants: Cc1c(C)c2c(c(C)c1NCc1ccccc1)C(c1ccc(C3OCCO3)cc1)CO2, CCCCCC. The product is Cc1c(C)c2c(c(C)c1N)C(c1ccc(C3OCCO3)cc1)CO2. Reaction SMILES: [CH2:1]([c:2]1[cH:3][cH:4][cH:5][cH:6][cH:7]1)[NH:8][c:9]1[c:10]([CH3:31])[c:11]([CH3:30])[c:12]2[c:13]([c:28]1[CH3:29])[CH:14]([c:17]1[cH:18][cH:19][c:20]([CH:23]3[O:24][CH2:25][CH2:26][O:27]3)[cH:21][cH:22]1)[CH2:15][O:16]2.[CH3:32][CH2:33][CH2:34][CH2:35][CH2:36][CH3:37]>>[NH2:8][c:9]1[c:10]([CH3:31])[c:11]([CH3:30])[c:12]2[c:13]([c:28]1[CH3:29])[CH:14]([c:17]1[cH:18][cH:19][c:20]([CH:23]3[O:24][CH2:25][CH2:26][O:27]3)[cH:21][cH:22]1)[CH2:15][O:16]2.